Task: describe an organic reaction: reactants, conditions, products, and yield. Dataset: the Open Reaction Database (ORD), a public repository of structured organic reaction records Reactants: O=C(O)c1cccc(OCCc2ccc(Cl)cc2Cl)c1, NCC1CCN(c2ccncc2)CC1, CN(C)C=O. Yields the product O=C(NCC1CCN(c2ccncc2)CC1)c1cccc(OCCc2ccc(Cl)cc2Cl)c1. Reaction SMILES: [Cl:1][c:2]1[c:3]([CH2:9][CH2:10][O:11][c:12]2[cH:13][c:14]([C:15](=[O:16])[OH:17])[cH:18][cH:19][cH:20]2)[cH:4][cH:5][c:6]([Cl:8])[cH:7]1.[N:21]1([c:29]2[cH:30][cH:31][n:32][cH:33][cH:34]2)[CH2:22][CH2:23][CH:24]([CH2:27][NH2:28])[CH2:25][CH2:26]1.[O:35]=[CH:36][N:37]([CH3:38])[CH3:39]>>[Cl:1][c:2]1[c:3]([CH2:9][CH2:10][O:11][c:12]2[cH:13][c:14]([C:15](=[O:17])[NH:28][CH2:27][CH:24]3[CH2:23][CH2:22][N:21]([c:29]4[cH:30][cH:31][n:32][cH:33][cH:34]4)[CH2:26][CH2:25]3)[cH:18][cH:19][cH:20]2)[cH:4][cH:5][c:6]([Cl:8])[cH:7]1. Starting materials: Cl.C1(CC1)COC1=C(C=C(C(=C1)F)C)C=1C2=C(N=CN1)C(=C(N2)C)C(=O)NC2CCNCC2 (4-[2-(cyclopropylmethoxy)-4-fluoro-5-methylphenyl]-6-methyl-N-(piperidin-4-yl)-5H-pyrrolo[3,2-d]pyrimidine-7-carboxamide hydrochloride), C(C)(=O)OCC(=O)Cl (2-chloro-2-oxoethyl acetate). Product: C1(CC1)COC1=C(C=C(C(=C1)F)C)C=1C2=C(N=CN1)C(=C(N2)C)C(=O)NC2CCN(CC2)C(CO)=O (4-[2-(Cyclopropylmethoxy)-4-fluoro-5-methylphenyl]-N-[1-(hydroxyacetyl)piperidin-4-yl]-6-methyl-5H-pyrrolo[3,2-d]pyrimidine-7-carboxamide). Reaction SMILES: Cl.[CH:2]1([CH2:5][O:6][C:7]2[CH:12]=[C:11]([F:13])[C:10]([CH3:14])=[CH:9][C:8]=2[C:15]2[C:16]3[NH:23][C:22]([CH3:24])=[C:21]([C:25]([NH:27][CH:28]4[CH2:33][CH2:32][NH:31][CH2:30][CH2:29]4)=[O:26])[C:17]=3[N:18]=[CH:19][N:20]=2)[CH2:4][CH2:3]1.C([O:37][CH2:38][C:39](Cl)=[O:40])(=O)C>>[CH:2]1([CH2:5][O:6][C:7]2[CH:12]=[C:11]([F:13])[C:10]([CH3:14])=[CH:9][C:8]=2[C:15]2[C:16]3[NH:23][C:22]([CH3:24])=[C:21]([C:25]([NH:27][CH:28]4[CH2:29][CH2:30][N:31]([C:38](=[O:37])[CH2:39][OH:40])[CH2:32][CH2:33]4)=[O:26])[C:17]=3[N:18]=[CH:19][N:20]=2)[CH2:4][CH2:3]1 |f:0.1|. Procedure: Starting from 4-[2-(cyclopropylmethoxy)-4-fluoro-5-methylphenyl]-6-methyl-N-(piperidin-4-yl)-5H-pyrrolo[3,2-d]pyrimidine-7-carboxamide hydrochloride (example D.f40) and commercially available 2-chloro-2-oxoethyl acetate the title compound is obtained as colorless solid. The reactants are [I-].CSC=1SC[C@H]2[N+]1CC=1C=CC=CC1C2 ((S)-3-methylthio-1,5,10,10a-tetrahydrothiazolo-[3,4-b]isoquinolinium iodide), NC1=C2C=CC=NC2=CC=C1 (5-aminoquinoline). Yields the product N1=CC=CC2=C(C=CC=C12)N=C1SC[C@H]2N1CC=1C=CC=CC1C2 ((S)-3-(quinol-5-yl-imino)-1,5,10,10a-tetrahydrothiazolo[3,4-b]isoquinoline). The yield is 90.3%. Reaction SMILES: [I-].CS[C:4]1[S:5][CH2:6][C@@H:7]2[CH2:16][C:15]3[CH:14]=[CH:13][CH:12]=[CH:11][C:10]=3[CH2:9][N+:8]=12.[NH2:17][C:18]1[CH:27]=[CH:26][CH:25]=[C:24]2[C:19]=1[CH:20]=[CH:21][CH:22]=[N:23]2>>[N:23]1[C:24]2[C:19](=[C:18]([N:17]=[C:4]3[N:8]4[CH2:9][C:10]5[CH:11]=[CH:12][CH:13]=[CH:14][C:15]=5[CH2:16][C@H:7]4[CH2:6][S:5]3)[CH:27]=[CH:26][CH:25]=2)[CH:20]=[CH:21][CH:22]=1 |f:0.1|. Procedure: By following the procedure of Example 2, but using (S)-3-methylthio-1,5,10,10a-tetrahydrothiazolo-[3,4-b]isoquinolinium iodide (18.2 g) and 5-aminoquinoline (14.4 g) as the starting materials, (S)-3-(quinol-5-yl-imino)-1,5,10,10a-tetrahydrothiazolo[3,4-b]isoquinoline (15.0 g) is obtained in the form of light beige crystals, m.p.=194° C. The reactants are vinyl, CC(=C)C(=O)OCCC[Si](OC)(OC)OC (KBM-503), N(=NC(C#N)(C)C)C(C#N)(C)C (azobisisobutyronitrile). Run in C1(=CC=CC=C1)C (toluene). Product: C(C(=C)C)(=O)OCCC[Si](OC)(OC)C (methacryloxypropylmethyldimethoxysilane). As a reaction SMILES: N(C(C)(C)C#N)=N[C:3](C)(C)C#N.[CH3:13][C:14]([C:16]([O:18][CH2:19][CH2:20][CH2:21][Si:22](OC)([O:25][CH3:26])[O:23][CH3:24])=[O:17])=[CH2:15]>C1(C)C=CC=CC=1>[C:16]([O:18][CH2:19][CH2:20][CH2:21][Si:22]([CH3:3])([O:25][CH3:26])[O:23][CH3:24])(=[O:17])[C:14]([CH3:13])=[CH2:15]. Procedure: Next, the 51.99 mg of silk fibroin fiber having a vinyl group (hereinafter referred to as a vinyl introduction SF), 10 ml of anhydrous toluene, 132.19 mg of azobisisobutyronitrile as an initiator, and 1.0 g of methacryloxypropylmethyldimethoxysilane (Product No KBM-503 produced by Shin-Etsu Chemical Co.Ltd: hereinafter referred to as KBM) were contained in a polymer glass tube, and then were subjected to several sets of deairing/nitrogen gas filling. Then, the materials were sealed to react with... The reactants are C1(C=CCCCCC1)CBr (2-Cyclooctenylmethyl bromide), N1C=NC=C1 (imidazole), CC(C)([O-])C.[K+] (potassium tertiary butoxide). Run in C(CCC)O (butanol). Yields the product C1(C=CCCCCC1)CN1C=NC=C1 (1-(2-cyclooctenylmethyl)imidazole). RXN SMILES: [CH:1]1([CH2:9]Br)[CH2:8][CH2:7][CH2:6][CH2:5][CH2:4][CH:3]=[CH:2]1.[NH:11]1[CH:15]=[CH:14][N:13]=[CH:12]1.CC(C)([O-])C.[K+]>C(O)CCC>[CH:1]1([CH2:9][N:11]2[CH:15]=[CH:14][N:13]=[CH:12]2)[CH2:8][CH2:7][CH2:6][CH2:5][CH2:4][CH:3]=[CH:2]1 |f:2.3|. Procedure details: 2-Cyclooctenylmethyl bromide (0.7 g; 0.0035 mole) as just made was added dropwise to a refluxing solution of imidazole (0.24 g; 0.0025 mole) and potassium tertiary butoxide (0.39 g; 0.0035 mole) in dry butanol under nitrogen. After addition the mixture was stirred under reflux for 1 hour. Pure product was obtained as described in Example 4, b.p. 108°-110°/0.02 mmHg. Reactants: Clc1ccccc1, COc1ccc2c(N)nc(Cl)nc2c1OC, C1CSCN1. Product: Cl, COc1ccc2c(N)nc(N3CCSC3)nc2c1OC. Reaction SMILES: [Cl:22][c:23]1[cH:24][cH:25][cH:26][cH:27][cH:28]1.[NH2:1][c:2]1[n:3][c:4]([Cl:16])[n:5][c:6]2[c:7]([O:14][CH3:15])[c:8]([O:12][CH3:13])[cH:9][cH:10][c:11]12.[S:17]1[CH2:18][NH:19][CH2:20][CH2:21]1>>[ClH:16].[NH2:1][c:2]1[n:3][c:4]([N:19]2[CH2:18][S:17][CH2:21][CH2:20]2)[n:5][c:6]2[c:7]([O:14][CH3:15])[c:8]([O:12][CH3:13])[cH:9][cH:10][c:11]12.